From a dataset of the Open Reaction Database (ORD), a public repository of structured organic reaction records. describe an organic reaction: reactants, conditions, products, and yield Reaction conditions: temperature 70 celsius, time 2 hour. Reactants: NC=1N=C(C2=C(N1)N=CC(=C2C)C=O)N (2,4-Diamino-5-methylpyrido[2,3-d]pyrimidine-6-carboxaldehyde), [BH4-].[Na+] (NaBH4), C(C)(=O)[O-] (acetate), NC=1N=C(C2=C(N1)N=CC(=C2C)C=O)N (2,4-Diamino-5-methylpyrido[2,3-d]pyrimidine-6-carboxaldehyde), [BH4-].[Na+] (NaBH4). Product: NC=1N=C(C2=C(N1)N=CC(=C2C)CO)N (2,4-Diamino-5-methylpyrido[2,3-d]pyrimidine-6-methanol). Reported procedure: NaBH4 (500 mg, 13.2 mmol) was added in portions during a 10 minute interval to a stirred suspension of crude 13 (2.73 g), in MeOH (500 mL) at 20°-23° C. Stirring was continued for two hours, then NaBH4 (500 mg) was again added as before. After the mixture had been stirred overnight, HPLC (acetate buffer of pH 3.6-MeOH, 9:1) showed the conversion of 13 to the more polar 14 was complete. After removal of the MeOH by evaporation, the residue was stirred with H2O (90 mL) and treated with 1N HCl to l... As a reaction SMILES: [BH4-].[Na+].[NH2:3][C:4]1[N:5]=[C:6]([NH2:17])[C:7]2[C:13]([CH3:14])=[C:12]([CH:15]=[O:16])[CH:11]=[N:10][C:8]=2[N:9]=1.C([O-])(=O)C>CO>[NH2:3][C:4]1[N:5]=[C:6]([NH2:17])[C:7]2[C:13]([CH3:14])=[C:12]([CH2:15][OH:16])[CH:11]=[N:10][C:8]=2[N:9]=1 |f:0.1|. Run in CO (MeOH), CO (MeOH). Reaction conditions: time 4 hour. Reagents/catalysts: [OH-].[Pd+2].[OH-] (palladium hydroxide). Reported procedure: To a solution of compound 3-[6-(2-methoxy-phenyl)-pyrimidin-4-ylcarbamoyl]-piperidine-1-carboxylic acid benzyl ester (3 g) in 20 mL of methanol was added 10% palladium hydroxide (300 mg) under an atmosphere of nitrogen and the mixture was stirred at room temperature under an atmosphere of hydrogen for 4 hours. The reaction mixture was filtered through celite and the solvent was evaporated. Diethyl ether was added to the product, the mixture was stirred, filtered and the obtained solid was rewash... Reaction SMILES: C(OC([N:11]1[CH2:16][CH2:15][CH2:14][CH:13]([C:17](=[O:33])[NH:18][C:19]2[CH:24]=[C:23]([C:25]3[CH:30]=[CH:29][CH:28]=[CH:27][C:26]=3[O:31][CH3:32])[N:22]=[CH:21][N:20]=2)[CH2:12]1)=O)C1C=CC=CC=1>CO.[OH-].[Pd+2].[OH-]>[CH3:32][O:31][C:26]1[CH:27]=[CH:28][CH:29]=[CH:30][C:25]=1[C:23]1[N:22]=[CH:21][N:20]=[C:19]([NH:18][C:17]([CH:13]2[CH2:14][CH2:15][CH2:16][NH:11][CH2:12]2)=[O:33])[CH:24]=1 |f:2.3.4|. Run in CO (methanol). Isolated yield 85.8%. Yields the product COC1=C(C=CC=C1)C1=CC(=NC=N1)NC(=O)C1CNCCC1 (piperidine-3-carboxylic acid [6-(2-methoxy-phenyl)-pyrimidin-4-yl]-amide). The reactants are C(C1=CC=CC=C1)OC(=O)N1CC(CCC1)C(NC1=NC=NC(=C1)C1=C(C=CC=C1)OC)=O (3-[6-(2-methoxy-phenyl)-pyrimidin-4-ylcarbamoyl]-piperidine-1-carboxylic acid benzyl ester). The product is FC(CN=C(NC1=NC(=NC=C1)SCCCCNC(=NC#N)NC)N)(F)F (4-[2-(2,2,2-trifluoroethyl)guanidino]-2-[4-(2-cyano-3-methylguanidino)butylthio]pyrimidine). Conditions: time 18 hour. Procedure: A solution of 4-[2-(2,2,2-trifluoroethyl)guanidino]-2-[4-(3-cyano-2-methylisothioureido)butylthio]pyrimidine (0.17 g.) in 33% w/v methylamine in ethanol was left at room temperature for 18 hours and then evaporated to dryness. The residue was triturated with ether and the insoluble solid collected and recrystallised from ethyl acetate to give 4-[2-(2,2,2-trifluoroethyl)guanidino]-2-[4-(2-cyano-3-methylguanidino)butylthio]pyrimidine, m.p. 179°-180°. RXN SMILES: [F:1][C:2]([F:27])([F:26])[CH2:3][N:4]=[C:5]([NH2:25])[NH:6][C:7]1[CH:12]=[CH:11][N:10]=[C:9]([S:13][CH2:14][CH2:15][CH2:16][CH2:17][NH:18][C:19](=[N:22][C:23]#[N:24])SC)[N:8]=1.[CH3:28][NH2:29]>C(O)C>[F:1][C:2]([F:27])([F:26])[CH2:3][N:4]=[C:5]([NH2:25])[NH:6][C:7]1[CH:12]=[CH:11][N:10]=[C:9]([S:13][CH2:14][CH2:15][CH2:16][CH2:17][NH:18][C:19]([NH:29][CH3:28])=[N:22][C:23]#[N:24])[N:8]=1. Solvent: C(C)O (ethanol). Reactants: FC(CN=C(NC1=NC(=NC=C1)SCCCCNC(SC)=NC#N)N)(F)F (4-[2-(2,2,2-trifluoroethyl)guanidino]-2-[4-(3-cyano-2-methylisothioureido)butylthio]pyrimidine), CN (methylamine). Starting materials: ClC1=NC(=NC(=N1)N1CCOCC1)N1C(=NC2=C1C=CC=C2)C(F)F (1-[4-chloro-6-(4-morpholinyl)-1,3,5-triazin-2-yl]-2-(difluoromethyl)-1H-benzimidazole), OCCCNC1CCN(CC1)C(=O)OC(C)(C)C (tert-butyl 4-[(3-hydroxypropyl)amino]-1-piperidinecarboxylate). Solvent: CN(C)C=O (DMF), CCN(C(C)C)C(C)C (DIPEA). Yields the product FC(C1=NC2=C(N1C1=NC(=NC(=N1)N1CCOCC1)N(C1CCN(CC1)C(=O)OC(C)(C)C)CCCO)C=CC=C2)F (tert-butyl 4-[[4-[2-(difluoromethyl)-1H-benzimidazol-1-yl]-6-(4-morpholinyl)-1,3,5-triazin-2-yl](3-hydroxypropyl)amino]-1-piperidinecarboxylate). Isolated yield 83.0%. Reaction SMILES: Cl[C:2]1[N:7]=[C:6]([N:8]2[CH2:13][CH2:12][O:11][CH2:10][CH2:9]2)[N:5]=[C:4]([N:14]2[C:18]3[CH:19]=[CH:20][CH:21]=[CH:22][C:17]=3[N:16]=[C:15]2[CH:23]([F:25])[F:24])[N:3]=1.[OH:26][CH2:27][CH2:28][CH2:29][NH:30][CH:31]1[CH2:36][CH2:35][N:34]([C:37]([O:39][C:40]([CH3:43])([CH3:42])[CH3:41])=[O:38])[CH2:33][CH2:32]1>CN(C=O)C.CCN(C(C)C)C(C)C>[F:24][CH:23]([F:25])[C:15]1[N:14]([C:4]2[N:5]=[C:6]([N:8]3[CH2:13][CH2:12][O:11][CH2:10][CH2:9]3)[N:7]=[C:2]([N:30]([CH2:29][CH2:28][CH2:27][OH:26])[CH:31]3[CH2:36][CH2:35][N:34]([C:37]([O:39][C:40]([CH3:41])([CH3:42])[CH3:43])=[O:38])[CH2:33][CH2:32]3)[N:3]=2)[C:18]2[CH:19]=[CH:20][CH:21]=[CH:22][C:17]=2[N:16]=1. Procedure: Reaction of 1-[4-chloro-6-(4-morpholinyl)-1,3,5-triazin-2-yl]-2-(difluoromethyl)-1H-benzimidazole (WO 2006/095906) with tert-butyl 4-[(3-hydroxypropyl)amino]-1-piperidinecarboxylate in DMF and DIPEA as in Example 21 gave tert-butyl 4-[[4-[2-(difluoromethyl)-1H-benzimidazol-1-yl]-6-(4-morpholinyl)-1,3,5-triazin-2-yl](3-hydroxypropyl)amino]-1-piperidinecarboxylate in 83% yield: mp (CH2Cl2/hexanes) 188-190° C.; 1H NMR (DMSO-d6) (rotamers) δ 8.45 and 8.35 (2d, J=7.9, 8.3 Hz, 1H), 7.83 and 7.75 (2t, ... Yield: 65.0%. Starting materials: OC(C)C1=CC=C(C=C1)C1COC2=C1C(=C(C(=C2C)C)NC(CC(C)(C)C)=O)C (N-(3-(4-(1-hydroxyethyl)phenyl)-4,6,7-trimethyl-2,3-dihydro-1-benzofuran-5-yl)-3,3-dimethylbutanamide), C1CCOC1.C(C)(C)OC(C)C (THF diisopropyl ether). Yields the product C(C)(=O)C1=CC=C(C=C1)C1COC2=C1C(=C(C(=C2C)C)NC(CC(C)(C)C)=O)C (N-(3-(4-Acetylphenyl)-4,6,7-trimethyl-2,3-dihydro-1-benzofuran-5-yl)-3,3-dimethylbutanamide). Procedure details: Using N-(3-(4-(1-hydroxyethyl)phenyl)-4,6,7-trimethyl-2,3-dihydro-1-benzofuran-5-yl)-3,3-dimethylbutanamide obtained in Example 175, the title compound was synthesized in the same manner as in Example 32. Yield: 65%. Melting point: 181-182° C. (THF-diisopropyl ether). RXN SMILES: [OH:1][CH:2]([C:4]1[CH:9]=[CH:8][C:7]([CH:10]2[C:14]3[C:15]([CH3:29])=[C:16]([NH:21][C:22](=[O:28])[CH2:23][C:24]([CH3:27])([CH3:26])[CH3:25])[C:17]([CH3:20])=[C:18]([CH3:19])[C:13]=3[O:12][CH2:11]2)=[CH:6][CH:5]=1)[CH3:3].C1COCC1.C(OC(C)C)(C)C>>[C:2]([C:4]1[CH:9]=[CH:8][C:7]([CH:10]2[C:14]3[C:15]([CH3:29])=[C:16]([NH:21][C:22](=[O:28])[CH2:23][C:24]([CH3:26])([CH3:25])[CH3:27])[C:17]([CH3:20])=[C:18]([CH3:19])[C:13]=3[O:12][CH2:11]2)=[CH:6][CH:5]=1)(=[O:1])[CH3:3] |f:1.2|. Reactants: OCCCCN1CCCC1, CCCCNc1nc(N)nc(C)c1Cc1ccc(CC(=O)O)cc1O. Yields the product CCCCNc1nc(N)nc(C)c1Cc1ccc(CC(=O)OCCCCN2CCCC2)cc1O. As a reaction SMILES: [N:26]1([CH2:31][CH2:32][CH2:33][CH2:34][OH:35])[CH2:27][CH2:28][CH2:29][CH2:30]1.[NH2:1][c:2]1[n:3][c:4]([CH3:25])[c:5]([CH2:13][c:14]2[c:15]([OH:24])[cH:16][c:17]([CH2:20][C:21](=[O:22])[OH:23])[cH:18][cH:19]2)[c:6]([NH:8][CH2:9][CH2:10][CH2:11][CH3:12])[n:7]1>>[NH2:1][c:2]1[n:3][c:4]([CH3:25])[c:5]([CH2:13][c:14]2[c:15]([OH:24])[cH:16][c:17]([CH2:20][C:21](=[O:22])[O:23][CH2:34][CH2:33][CH2:32][CH2:31][N:26]3[CH2:27][CH2:28][CH2:29][CH2:30]3)[cH:18][cH:19]2)[c:6]([NH:8][CH2:9][CH2:10][CH2:11][CH3:12])[n:7]1. Reactants: CC(C)(C)OC(=O)N1CCCC(O)C1, CO, Cc1cc2c(N)nccc2cc1O, CN(C)C=O, c1ccc(P(c2ccccc2)c2ccccc2)cc1. Product: Cc1cc2c(N)nccc2cc1OC1CCCN(C(=O)OC(C)(C)C)C1. RXN SMILES: [C:1]([CH3:2])([CH3:3])([CH3:4])[O:5][C:6](=[O:7])[N:8]1[CH2:9][CH:10]([OH:14])[CH2:11][CH2:12][CH2:13]1.[CH3:47][OH:48].[NH2:34][c:35]1[n:36][cH:37][cH:38][c:39]2[cH:40][c:41]([OH:46])[c:42]([CH3:45])[cH:43][c:44]12.[O:49]=[CH:50][N:51]([CH3:52])[CH3:53].[c:15]1([P:16]([c:17]2[cH:18][cH:19][cH:20][cH:21][cH:22]2)[c:23]2[cH:24][cH:25][cH:26][cH:27][cH:28]2)[cH:29][cH:30][cH:31][cH:32][cH:33]1>>[C:1]([CH3:2])([CH3:3])([CH3:4])[O:5][C:6](=[O:7])[N:8]1[CH2:9][CH:10]([O:14][c:41]2[cH:40][c:39]3[cH:38][cH:37][n:36][c:35]([NH2:34])[c:44]3[cH:43][c:42]2[CH3:45])[CH2:11][CH2:12][CH2:13]1.